From a dataset of the Open Reaction Database (ORD), a public repository of structured organic reaction records. describe an organic reaction: reactants, conditions, products, and yield Reactants: C1(=CC=CC=C1)N1N=C(C=C1CCC)CCC=O (3-(1-phenyl-5-propyl-1H-pyrazol-3-yl)propanal), [BH-](OC(=O)C)(OC(=O)C)OC(=O)C.[Na+] (NaBH(OAc)3), FC1=C(C=CC=C1)N1CCNCC1 (1-(2-fluorophenyl)piperazine), CCN(C(C)C)C(C)C (DIPEA). The product is FC1=C(C=CC=C1)N1CCN(CC1)CCCC1=NN(C(=C1)CCC)C1=CC=CC=C1 (1-(2-fluorophenyl)-4-(3-(1-phenyl-5-propyl-1H-pyrazol-3-yl)propyl)piperazine). As a reaction SMILES: [C:1]1([N:7]2[C:11]([CH2:12][CH2:13][CH3:14])=[CH:10][C:9]([CH2:15][CH2:16][CH:17]=O)=[N:8]2)[CH:6]=[CH:5][CH:4]=[CH:3][CH:2]=1.[F:19][C:20]1[CH:25]=[CH:24][CH:23]=[CH:22][C:21]=1[N:26]1[CH2:31][CH2:30][NH:29][CH2:28][CH2:27]1.CCN(C(C)C)C(C)C.[BH-](OC(C)=O)(OC(C)=O)OC(C)=O.[Na+]>>[F:19][C:20]1[CH:25]=[CH:24][CH:23]=[CH:22][C:21]=1[N:26]1[CH2:31][CH2:30][N:29]([CH2:17][CH2:16][CH2:15][C:9]2[CH:10]=[C:11]([CH2:12][CH2:13][CH3:14])[N:7]([C:1]3[CH:6]=[CH:5][CH:4]=[CH:3][CH:2]=3)[N:8]=2)[CH2:28][CH2:27]1 |f:3.4|. Procedure: 96 mg (66%) of target compound was obtained by using a method same as in Example 1 by using 3-(1-phenyl-5-propyl-1H-pyrazol-3-yl)propanal (80 mg, 0.330 mmol), 1-(2-fluorophenyl)piperazine (59 mg, 0.330 mmol), DIPEA (0.090 mL, 0.495 mmol) and NaBH(OAc)3 (210 mg, 0.990 mmol).